Dataset: the Open Reaction Database (ORD), a public repository of structured organic reaction records. Task: describe an organic reaction: reactants, conditions, products, and yield Reactants: O (Water), FC1=C2C(C(=O)OC2=O)=CC=C1 (3-fluorophthalic anhydride), FC1=CC=C(CN)C=C1 (4-fluorobenzylamine), C(C)(=O)O (acetic acid). The solvent is C1(=CC=CC=C1)C (toluene). Reaction conditions: temperature 110 celsius. Product: FC1=C2C(N(C(C2=CC=C1)=O)CC1=CC=C(C=C1)F)=O (4-Fluoro-2-(4-fluoro-benzyl)-isoindole-1,3-dione). The yield is 104.6%. As a reaction SMILES: [F:1][C:2]1[CH:12]=[CH:11][CH:10]=[C:4]2[C:5]([O:7][C:8](=[O:9])[C:3]=12)=O.[F:13][C:14]1[CH:21]=[CH:20][C:17]([CH2:18][NH2:19])=[CH:16][CH:15]=1.C(O)(=O)C.O>C1(C)C=CC=CC=1>[F:1][C:2]1[CH:12]=[CH:11][CH:10]=[C:4]2[C:3]=1[C:8](=[O:9])[N:19]([CH2:18][C:17]1[CH:20]=[CH:21][C:14]([F:13])=[CH:15][CH:16]=1)[C:5]2=[O:7]. Procedure: A mixture of 3-fluorophthalic anhydride (20 g, 120 mmol) and 4-fluorobenzylamine (20 g, 160 mmol) was stirred in 150 mL toluene. Glacial acetic acid (4 mL) was added dropwise, and the reaction was stirred at 110° C. Water was trapped with a Dean-Stark trap for 16 h. The reaction was cooled to 0° C. Product was isolated by filtration as an off-white solid, after washing with hexane. Obtain the title compound (34.3 g, quant.). Starting materials: NC1=CC=NN1C1=C(C(=C(C=C1Cl)C(F)(F)F)F)Cl (5-amino-1-(2,6-dichloro-3-fluoro-4-trifluoromethylphenyl)-pyrazole), [N+](=O)(O)[O-] (nitric acid), NC(=O)N (urea). Run in O (water). Conditions: time 12 hour. Product: NC1=C(C=NN1C1=C(C(=C(C=C1Cl)C(F)(F)F)F)Cl)[N+](=O)[O-] (5-amino-1-(2,6-dichloro-3-fluoro-4-trifluoromethylphenyl)-4-nitropyrazole). Yield: 61.0%. Reaction SMILES: [NH2:1][C:2]1[N:6]([C:7]2[C:12]([Cl:13])=[CH:11][C:10]([C:14]([F:17])([F:16])[F:15])=[C:9]([F:18])[C:8]=2[Cl:19])[N:5]=[CH:4][CH:3]=1.[N+:20]([O-])([OH:22])=[O:21].NC(N)=O>O>[NH2:1][C:2]1[N:6]([C:7]2[C:12]([Cl:13])=[CH:11][C:10]([C:14]([F:17])([F:15])[F:16])=[C:9]([F:18])[C:8]=2[Cl:19])[N:5]=[CH:4][C:3]=1[N+:20]([O-:22])=[O:21]. Procedure: 10 g (0.032 mol) of 5-amino-1-(2,6-dichloro-3-fluoro-4-trifluoromethylphenyl)-pyrazole are introduced in portions into a boiling solution of 2.3 ml (0.034 mol) of 67% strength nitric acid and 0.1 g of urea in 30 ml of water. The suspension is allowed to cool, and the precipitate is filtered off and dried in vacuo at room temperature. The dry precipitate is introduced into 40 ml of 98% strength sulphuric acid at -5° C., and the mixture is stirred for 12 hours at 0°-5° C. Thereafter, the reaction ... Starting materials: ClC=1C=C(C=CC1Cl)C1C2=C(C(NCC1)=O)SC=C2 (4-(3,4-dichlorophenyl)-4,5,6,7-tetrahydro-8H-thieno[2,3-c]azepin-8-one), C(CCC)[Li] (n-butyllithium), CCCCCC (hexane), II (iodine), crude product. Solvent: O1CCCC1 (tetrahydrofuran), COC(C)(C)C (t-butyl methyl ether), C(Cl)Cl (DCM), C(C)(=O)OCC (Ethyl acetate). Conditions: temperature -78 celsius, time 30 minute. The product is ClC=1C=C(C=CC1Cl)C1C2=C(C(NCC1)=O)SC(=C2)I (4-(3,4-dichlorophenyl)-2-iodo-4,5,6,7-tetrahydro-8H-thieno[2,3-c]azepin-8-one). Isolated yield 53.5%. As a reaction SMILES: [Cl:1][C:2]1[CH:3]=[C:4]([CH:9]2[CH2:15][CH2:14][NH:13][C:12](=[O:16])[C:11]3[S:17][CH:18]=[CH:19][C:10]2=3)[CH:5]=[CH:6][C:7]=1[Cl:8].C([Li])CCC.CCCCCC.[I:31]I>O1CCCC1.COC(C)(C)C.C(Cl)Cl.C(OCC)(=O)C>[Cl:1][C:2]1[CH:3]=[C:4]([CH:9]2[CH2:15][CH2:14][NH:13][C:12](=[O:16])[C:11]3[S:17][C:18]([I:31])=[CH:19][C:10]2=3)[CH:5]=[CH:6][C:7]=1[Cl:8]. Procedure details: To a stirring solution of 4-(3,4-dichlorophenyl)-4,5,6,7-tetrahydro-8H-thieno[2,3-c]azepin-8-one (1.05 g, 3.36 mmol) in tetrahydrofuran (30 mL) at −78° C. was added a solution of n-butyllithium in hexane (2.5 M, 6.73 mL, 16.82 mmol) in rapid drops under an atmosphere of argon. The reaction solution became purplish after ˜2 ml had been added and became intensely purple by the end of the addition. The reaction solution was stirred at −78° C. for 30 minutes then iodine (7.95 g, 31.3 mmol) was added... Starting materials: CO, O=C[O-], Nc1nc2cc[nH]c2c(=O)n1Cc1ccccc1, [NH4+]. Product: Nc1nc2cc[nH]c2c(=O)[nH]1. As a reaction SMILES: [CH3:23][OH:24].[CH:19]([O-:20])=[O:21].[NH2:1][c:2]1[n:3]([CH2:12][c:13]2[cH:14][cH:15][cH:16][cH:17][cH:18]2)[c:4](=[O:11])[c:5]2[c:6]([n:7]1)[cH:8][cH:9][nH:10]2.[NH4+:22]>>[NH2:1][c:2]1[nH:3][c:4](=[O:11])[c:5]2[c:6]([n:7]1)[cH:8][cH:9][nH:10]2. Reactants: CN1C(=O)C(Br)=C(Br)C1=O, Cl, [K+], [K+], O=C1CCNCC1, O=C([O-])[O-], O. Product: CN1C(=O)C(Br)=C(N2CCC(=O)CC2)C1=O. Reaction SMILES: [Br:1][C:2]1=[C:6]([Br:7])[C:5](=[O:8])[N:4]([CH3:9])[C:3]1=[O:10].[ClH:11].[K+:19].[K+:20].[NH:12]1[CH2:13][CH2:14][C:15](=[O:18])[CH2:16][CH2:17]1.[O-:21][C:22]([O-:23])=[O:24].[OH2:25]>>[C:2]1([N:12]2[CH2:13][CH2:14][C:15](=[O:18])[CH2:16][CH2:17]2)=[C:6]([Br:7])[C:5](=[O:8])[N:4]([CH3:9])[C:3]1=[O:10]. Starting materials: CC(C)(C)OC(=O)N1Cc2cc3c(cc2CC1C(=O)O)OCC(c1ccc(OCc2ccc(Cl)c(Cl)c2)cc1)O3, COC(=O)C(N)Cc1ccc(-c2ccc(F)cc2)cc1, Cl. Yields the product COC(=O)C(Cc1ccc(-c2ccc(F)cc2)cc1)NC(=O)C1Cc2cc3c(cc2CN1C(=O)OC(C)(C)C)OC(c1ccc(OCc2ccc(Cl)c(Cl)c2)cc1)CO3. Reaction SMILES: [C:1]([CH3:2])([CH3:3])([CH3:4])[O:5][C:6](=[O:7])[N:8]1[CH2:9][c:10]2[cH:11][c:12]3[c:13]([cH:14][c:15]2[CH2:16][CH:17]1[C:18](=[O:19])[OH:20])[O:21][CH2:22][CH:23]([c:25]1[cH:26][cH:27][c:28]([O:31][CH2:32][c:33]2[cH:34][c:35]([Cl:40])[c:36]([Cl:39])[cH:37][cH:38]2)[cH:29][cH:30]1)[O:24]3.[CH3:42][O:43][C:44]([CH:45]([CH2:46][c:47]1[cH:48][cH:49][c:50](-[c:53]2[cH:54][cH:55][c:56]([F:59])[cH:57][cH:58]2)[cH:51][cH:52]1)[NH2:60])=[O:61].[ClH:41]>>[C:1]([CH3:2])([CH3:3])([CH3:4])[O:5][C:6](=[O:7])[N:8]1[CH2:9][c:10]2[cH:11][c:12]3[c:13]([cH:14][c:15]2[CH2:16][CH:17]1[C:18](=[O:19])[NH:60][CH:45]([C:44]([O:43][CH3:42])=[O:61])[CH2:46][c:47]1[cH:48][cH:49][c:50](-[c:53]2[cH:54][cH:55][c:56]([F:59])[cH:57][cH:58]2)[cH:51][cH:52]1)[O:21][CH2:22][CH:23]([c:25]1[cH:26][cH:27][c:28]([O:31][CH2:32][c:33]2[cH:34][c:35]([Cl:40])[c:36]([Cl:39])[cH:37][cH:38]2)[cH:29][cH:30]1)[O:24]3. The reactants are FC1=C(C=CC(=C1)F)C1=[N+](C=CC=C1C(=O)OCC)[O-] (2-(2,4-difluorophenyl)-3-(ethoxycarbonyl)pyridine 1-oxide), FC1=C(C=CC(=C1)F)C1=[N+](C=CC=C1C(=O)OCC)[O-] (2-(2,4-difluorophenyl)-3-(ethoxycarbonyl)pyridine 1-oxide), P(=O)(Cl)(Cl)Cl (Phosphorous oxychloride). The solvent is ClC(C)Cl (dichloroethane). Conditions: temperature 72.5 celsius. The product is ClC1=NC(=C(C(=O)OCC)C=C1)C1=C(C=C(C=C1)F)F (ethyl 6-chloro-2-(2,4-difluorophenyl)nicotinate). RXN SMILES: [F:1][C:2]1[CH:7]=[C:6]([F:8])[CH:5]=[CH:4][C:3]=1[C:9]1[C:14]([C:15]([O:17][CH2:18][CH3:19])=[O:16])=[CH:13][CH:12]=[CH:11][N+:10]=1[O-].P(Cl)(Cl)([Cl:23])=O>ClC(Cl)C>[Cl:23][C:11]1[CH:12]=[CH:13][C:14]([C:15]([O:17][CH2:18][CH3:19])=[O:16])=[C:9]([C:3]2[CH:4]=[CH:5][C:6]([F:8])=[CH:7][C:2]=2[F:1])[N:10]=1. Procedure details: To a nitrogen purged 500 mL, 3-necked flask, fitted with a reflux condenser, heating mantle and a thermocouple was charged 2-(2,4-difluorophenyl)-3-(ethoxycarbonyl)pyridine 1-oxide, 4 (21 g, 75 mmoles, 1.0 eq), followed by 150 mL dichloroethane. Phosphorous oxychloride (75 mL) was added in one aliquate with stirring, causing an immediate rise in temperature from 21 to 23° C. followed by gradual warming. The solution was heated under nitrogen to 70-75° C. (completeness of reaction determined by H... The reactants are CC(C)(CO)C(=O)O, CCN=C=NCCCN(C)C, ClCCl, Cl, Nc1cc(C(F)(F)F)cc2nc(N3CCN(c4ncccc4C(F)(F)F)CC3)[nH]c12. Yields the product CC(C)(CO)C(=O)Nc1cc(C(F)(F)F)cc2nc(N3CCN(c4ncccc4C(F)(F)F)CC3)[nH]c12. As a reaction SMILES: [CH3:31][C:32]([C:33](=[O:34])[OH:35])([CH2:36][OH:37])[CH3:38].[CH3:40][N:41]([CH3:42])[CH2:43][CH2:44][CH2:45][N:46]=[C:47]=[N:48][CH2:49][CH3:50].[Cl:51][CH2:52][Cl:53].[ClH:39].[F:1][C:2]([c:3]1[cH:4][c:5]2[c:6]([nH:7][c:8]([N:10]3[CH2:11][CH2:12][N:13]([c:16]4[n:17][cH:18][cH:19][cH:20][c:21]4[C:22]([F:23])([F:24])[F:25])[CH2:14][CH2:15]3)[n:9]2)[c:26]([NH2:28])[cH:27]1)([F:29])[F:30]>>[F:1][C:2]([c:3]1[cH:4][c:5]2[c:6]([nH:7][c:8]([N:10]3[CH2:11][CH2:12][N:13]([c:16]4[n:17][cH:18][cH:19][cH:20][c:21]4[C:22]([F:23])([F:24])[F:25])[CH2:14][CH2:15]3)[n:9]2)[c:26]([NH:28][C:33]([C:32]([CH3:31])([CH2:36][OH:37])[CH3:38])=[O:34])[cH:27]1)([F:29])[F:30]. The reactants are O=Cc1nn(C2CCCCO2)c2ncc(Br)cc12, Cc1ccncc1B(O)O, [K+], [K+], [K+], CN(C)C=O, O, O=P([O-])([O-])[O-], c1ccc(P(c2ccccc2)(c2ccccc2)[Pd](P(c2ccccc2)(c2ccccc2)c2ccccc2)(P(c2ccccc2)(c2ccccc2)c2ccccc2)P(c2ccccc2)(c2ccccc2)c2ccccc2)cc1. Product: Cc1ccncc1-c1cnc2c(c1)c(C=O)nn2C1CCCCO1. Reaction SMILES: [Br:1][c:2]1[cH:3][c:4]2[c:5]([n:6][cH:7]1)[n:8]([CH:13]1[O:14][CH2:15][CH2:16][CH2:17][CH2:18]1)[n:9][c:10]2[CH:11]=[O:12].[CH3:27][c:28]1[c:29]([B:34]([OH:35])[OH:36])[cH:30][n:31][cH:32][cH:33]1.[K+:24].[K+:25].[K+:26].[O:37]=[CH:38][N:39]([CH3:40])[CH3:41].[OH2:42].[P:19]([O-:20])([O-:21])([O-:22])=[O:23].[cH:43]1[cH:44][cH:45][c:46]([P:47]([Pd:48]([P:49]([c:50]2[cH:51][cH:52][cH:53][cH:54][cH:55]2)([c:56]2[cH:57][cH:58][cH:59][cH:60][cH:61]2)[c:62]2[cH:63][cH:64][cH:65][cH:66][cH:67]2)([P:68]([c:69]2[cH:70][cH:71][cH:72][cH:73][cH:74]2)([c:75]2[cH:76][cH:77][cH:78][cH:79][cH:80]2)[c:81]2[cH:82][cH:83][cH:84][cH:85][cH:86]2)[P:87]([c:88]2[cH:89][cH:90][cH:91][cH:92][cH:93]2)([c:94]2[cH:95][cH:96][cH:97][cH:98][cH:99]2)[c:100]2[cH:101][cH:102][cH:103][cH:104][cH:105]2)([c:106]2[cH:107][cH:108][cH:109][cH:110][cH:111]2)[c:112]2[cH:113][cH:114][cH:115][cH:116][cH:117]2)[cH:118][cH:119]1>>[c:2]1(-[c:29]2[c:28]([CH3:27])[cH:33][cH:32][n:31][cH:30]2)[cH:3][c:4]2[c:5]([n:6][cH:7]1)[n:8]([CH:13]1[O:14][CH2:15][CH2:16][CH2:17][CH2:18]1)[n:9][c:10]2[CH:11]=[O:12]. Reactants: ClP(C(C)C)C(C)C (Chlorodiisopropylphosphine), C1CCOC1 (THF), C(=C)[Mg]Br (Vinylmagnesium bromide). Reaction conditions: temperature -78 celsius, time 2 hour. Yields the product C(C)(C)P(C=C)(C(C)C)=O (diisopropyl(vinyl) phosphine oxide). RXN SMILES: Cl[P:2]([CH:6]([CH3:8])[CH3:7])[CH:3]([CH3:5])[CH3:4].[CH:9]([Mg]Br)=[CH2:10].C1C[O:16]CC1>>[CH:3]([P:2](=[O:16])([CH:6]([CH3:8])[CH3:7])[CH:9]=[CH2:10])([CH3:5])[CH3:4]. Procedure details: Chlorodiisopropylphosphine (6.00 g, 39.3 mmol) was dissolved in THF (150 mL) and cooled to −78° C. Vinylmagnesium bromide (1 M in THF, 43.2 mL, 43.2 mmol) was added dropwise. The dry ice bath was then removed, and the reaction was allowed to warm to room temperature. After 2 h at room temperature, the reaction was quenched with saturated NH4Cl, and 30% H2O2 (75 mL) was added. The mixture was vigorously stirred at room temperature for 2 h. It was then extracted with CH2Cl2 (2×), dried (MgSO4), an...